Dataset: the Open Reaction Database (ORD), a public repository of structured organic reaction records. Task: describe an organic reaction: reactants, conditions, products, and yield The reactants are O=C([O-])[O-], FC(F)c1nc2ccccc2n1-c1nc(Cl)nc(N2CCOCC2)n1, [Na+], [Na+], C1COCCO1, O, OB(O)c1cccnc1. Reaction SMILES: [C:35](=[O:36])([O-:37])[O-:38].[Cl:1][c:2]1[n:3][c:4](-[n:14]2[c:15]([CH:23]([F:24])[F:25])[n:16][c:17]3[c:18]2[cH:19][cH:20][cH:21][cH:22]3)[n:5][c:6]([N:8]2[CH2:9][CH2:10][O:11][CH2:12][CH2:13]2)[n:7]1.[Na+:39].[Na+:40].[O:41]1[CH2:42][CH2:43][O:44][CH2:45][CH2:46]1.[OH2:47].[n:26]1[cH:27][c:28]([B:32]([OH:33])[OH:34])[cH:29][cH:30][cH:31]1>>[c:2]1(-[c:28]2[cH:27][n:26][cH:31][cH:30][cH:29]2)[n:3][c:4](-[n:14]2[c:15]([CH:23]([F:24])[F:25])[n:16][c:17]3[c:18]2[cH:19][cH:20][cH:21][cH:22]3)[n:5][c:6]([N:8]2[CH2:9][CH2:10][O:11][CH2:12][CH2:13]2)[n:7]1. The product is FC(F)c1nc2ccccc2n1-c1nc(-c2cccnc2)nc(N2CCOCC2)n1. Reactants: CC(C)([O-])C.[K+] (potassium tert-butoxide), BrCC#N (bromoacetonitrile), C(C1=CC=CC=C1)OC=1C=C(C=CC1)C(CC1=C(C=CC=C1)C)=O (1-(3-benzyloxyphenyl)-2-(2-methylphenyl)ethan-1-one), CC(C)([O-])C.[K+] (potassium tert-butoxide), BrCC#N (bromoacetonitrile). Run in O1CCCC1 (tetrahydrofuran). Reaction conditions: time 30 minute. Product: C(C1=CC=CC=C1)OC=1C=C(C=CC1)C(C(CC#N)C1=C(C=CC=C1)C)=O (1-(3-benzyloxyphenyl)-3-cyano-2-(2-methylphenyl)propan-1-one). RXN SMILES: [CH2:1]([O:8][C:9]1[CH:10]=[C:11]([C:15](=[O:24])[CH2:16][C:17]2[CH:22]=[CH:21][CH:20]=[CH:19][C:18]=2[CH3:23])[CH:12]=[CH:13][CH:14]=1)[C:2]1[CH:7]=[CH:6][CH:5]=[CH:4][CH:3]=1.CC(C)([O-])C.[K+].Br[CH2:32][C:33]#[N:34]>O1CCCC1>[CH2:1]([O:8][C:9]1[CH:10]=[C:11]([C:15](=[O:24])[CH:16]([C:17]2[CH:22]=[CH:21][CH:20]=[CH:19][C:18]=2[CH3:23])[CH2:32][C:33]#[N:34])[CH:12]=[CH:13][CH:14]=1)[C:2]1[CH:3]=[CH:4][CH:5]=[CH:6][CH:7]=1 |f:1.2|. Reported procedure: A stirred solution of 1-(3-benzyloxyphenyl)-2-(2-methylphenyl)ethan-1-one (4 g) in tetrahydrofuran (100 mL) is treated with potassium tert-butoxide (200 mg). After stirring for 30 minutes, it is treated with bromoacetonitrile (0.98 mL), dropwise, and stirring is continued for a further 28 hours. The mixture is then treated with further quantities of potassium tert-butoxide (200 mg) and bromoacetonitrile (0.98 mL) and allowed to stand at room temperature overnight. It is then concentrated under r... Reactants: N1=CC(=CC=C1)OCC(=O)OCC (ethyl 3-pyridyloxyacetate), C(CCC)[Li] (n-Butyl-lithium), Cl (hydrochloric acid), solution, CP(OC)(OC)=O (dimethyl methylphosphonate). The solvent is O1CCCC1 (tetrahydrofuran), CCCCCC (hexane), O1CCCC1 (tetrahydrofuran). Run at temperature -78 celsius, time 10 minute. Yields the product O=C(CP(OC)(OC)=O)COC=1C=NC=CC1 (dimethyl [2-oxo-3-(pyrid-3-yloxy)propyl]phosphonate). As a reaction SMILES: C([Li])CCC.[CH3:6][P:7](=[O:12])([O:10][CH3:11])[O:8][CH3:9].[N:13]1[CH:18]=[CH:17][CH:16]=[C:15]([O:19][CH2:20][C:21](OCC)=[O:22])[CH:14]=1.Cl>CCCCCC.O1CCCC1>[O:22]=[C:21]([CH2:20][O:19][C:15]1[CH:14]=[N:13][CH:18]=[CH:17][CH:16]=1)[CH2:6][P:7](=[O:12])([O:10][CH3:11])[O:8][CH3:9]. Reported procedure: n-Butyl-lithium (4.76ml. of a 2.1M solution in hexane) was added to a solution of dimethyl methylphosphonate (1.24g.) in dry tetrahydrofuran at -78°C. in an atmosphere of nitrogen. After 10 minutes, a solution of ethyl 3-pyridyloxyacetate (0.90g.) in dry tetrahydrofuran (5ml.) was added dropwise, and the mixture was stirred for 1 hour at -78°C. The reaction mixture was taken to pH 1-2 with 2N hydrochloric acid and the solvents were removed under reduced pressure. The residue was shaken with wate... Reactants: ClC(CCC)(CCC)C=1C(=CC(=NC1)C1=C(C=CC=C1CC)CC)OCC (5-(1-chloro-1-propyl-butyl)-2-(2,6-diethyl-phenyl)-4-ethoxy-pyridine), N1CCOCC1 (morpholine). The solvent is O (Water). Run at temperature 80 celsius. Product: C(C)C1=C(C(=CC=C1)CC)C1=CC(=C(C=N1)C(CCC)(CCC)N1CCOCC1)OCC (4-{1-[6-(2,6-diethyl-phenyl)-4-ethoxy-pyridin-3-yl]-1-propyl-butyl}-morpholine). RXN SMILES: Cl[C:2]([C:9]1[C:10]([O:25][CH2:26][CH3:27])=[CH:11][C:12]([C:15]2[C:20]([CH2:21][CH3:22])=[CH:19][CH:18]=[CH:17][C:16]=2[CH2:23][CH3:24])=[N:13][CH:14]=1)([CH2:6][CH2:7][CH3:8])[CH2:3][CH2:4][CH3:5].[NH:28]1[CH2:33][CH2:32][O:31][CH2:30][CH2:29]1>O>[CH2:23]([C:16]1[CH:17]=[CH:18][CH:19]=[C:20]([CH2:21][CH3:22])[C:15]=1[C:12]1[N:13]=[CH:14][C:9]([C:2]([N:28]2[CH2:33][CH2:32][O:31][CH2:30][CH2:29]2)([CH2:6][CH2:7][CH3:8])[CH2:3][CH2:4][CH3:5])=[C:10]([O:25][CH2:26][CH3:27])[CH:11]=1)[CH3:24]. Reported procedure: A mixture of 5-(1-chloro-1-propyl-butyl)-2-(2,6-diethyl-phenyl)-4-ethoxy-pyridine (prepared using a synthetic method similar to that given in Example 10) (20 mg, 0.052 mmol) and morpholine (0.5 mL) is heated to 80° C. for 2 hours. Water (1 mL) is added and the aqueous solution is extracted with ethyl acetate (2×2 mL). The combined organic layers are dried and concentrated in vacuo. The crude product is purified with PTLC (hexanes/ethyl acetate 4:1) to give 4-{1-[6-(2,6-diethyl-phenyl)-4-ethoxy-p...